From a dataset of the Open Reaction Database (ORD), a public repository of structured organic reaction records. describe an organic reaction: reactants, conditions, products, and yield Starting materials: Br.CC1(C=2C=CC(=CC2C(CC1)(C)C)C=1N=C(SC1)N1CCC(CC1)N)C (1-[4-(5,5,8,8-tetramethyl-5,6,7,8-tetrahydronaphthalen-2-yl)thiazol-2-yl]piperidin-4-ylamine hydrobromide), CCCC[N+](CCCC)(CCCC)CCCC.[F-].C1CCOC1 (TBAF THF), C(C)(C)(C)[Si](OCC=O)(C)C ((tertbutyldimethylsilanyloxy)acetaldehyde), C1CCOC1 (THF). Reaction conditions: time 2 hour. The product is CC1(C=2C=CC(=CC2C(CC1)(C)C)C=1N=C(SC1)N1CCC(CC1)NCCO)C (2-{1-[4-(5,5,8,8-Tetramethyl-5,6,7,8-tetrahydronaphthalen-2-yl)thiazol-2-yl]piperidin-4-ylamino}ethanol). Reaction SMILES: Br.[CH3:2][C:3]1([CH3:27])[CH2:12][CH2:11][C:10]([CH3:14])([CH3:13])[C:9]2[CH:8]=[C:7]([C:15]3[N:16]=[C:17]([N:20]4[CH2:25][CH2:24][CH:23]([NH2:26])[CH2:22][CH2:21]4)[S:18][CH:19]=3)[CH:6]=[CH:5][C:4]1=2.C([Si](C)(C)[O:33][CH2:34][CH:35]=O)(C)(C)C.C1COCC1.CCCC[N+](CCCC)(CCCC)CCCC.[F-].C1COCC1>>[CH3:2][C:3]1([CH3:27])[CH2:12][CH2:11][C:10]([CH3:13])([CH3:14])[C:9]2[CH:8]=[C:7]([C:15]3[N:16]=[C:17]([N:20]4[CH2:25][CH2:24][CH:23]([NH:26][CH2:35][CH2:34][OH:33])[CH2:22][CH2:21]4)[S:18][CH:19]=3)[CH:6]=[CH:5][C:4]1=2 |f:0.1,4.5.6|. Reported procedure: The preparation is carried out starting from 1-[4-(5,5,8,8-tetramethyl-5,6,7,8-tetrahydronaphthalen-2-yl)thiazol-2-yl]piperidin-4-ylamine hydrobromide and (tertbutyldimethylsilanyloxy)acetaldehyde. The protecting group is cleaved off in THF using 5 equivalent of a 1M TBAF/THF solution: The reaction mixture was stirred at room temperature for 2 h and evaporated to dryness. The product was purified by means of reversed-phase chromatography. The fractions were extracted under basic conditions, drie... Reactants: C(=O)OCCCN1C(N(C2=C(C1=O)C(=C(C=N2)OC2=CC(=CC=C2)OC(F)(F)F)CCC(C)C)C)=O (3-(5-isopentyl-1-methyl-2,4-dioxo-6-(3-(trifluoromethoxy)phenoxy)-1,2-dihydro pyrido[2,3-d]pyrimidin-3(4H)-yl)propyl formate), O[Li].O (LiOH.H2O). The solvent is C1CCOC1 (THF), O (water), CC(OCC)=O (EA), O (water). Run at time 30 minute. Yields the product OCCCN1C(N(C2=C(C1=O)C(=C(C=N2)OC2=CC(=CC=C2)OC(F)(F)F)CCC(C)C)C)=O (3-(3-hydroxypropyl)-5-isopentyl-1-methyl-6-(3-(trifluoromethoxy)phenoxy)pyrido[2,3-d]pyrimidine-2,4(1H,3H)-dione). The yield is 21.2%. RXN SMILES: C([O:3][CH2:4][CH2:5][CH2:6][N:7]1[C:12](=[O:13])[C:11]2[C:14]([CH2:30][CH2:31][CH:32]([CH3:34])[CH3:33])=[C:15]([O:18][C:19]3[CH:24]=[CH:23][CH:22]=[C:21]([O:25][C:26]([F:29])([F:28])[F:27])[CH:20]=3)[CH:16]=[N:17][C:10]=2[N:9]([CH3:35])[C:8]1=[O:36])=O.O[Li].O>C1COCC1.O.CC(=O)OCC>[OH:3][CH2:4][CH2:5][CH2:6][N:7]1[C:12](=[O:13])[C:11]2[C:14]([CH2:30][CH2:31][CH:32]([CH3:34])[CH3:33])=[C:15]([O:18][C:19]3[CH:24]=[CH:23][CH:22]=[C:21]([O:25][C:26]([F:29])([F:28])[F:27])[CH:20]=3)[CH:16]=[N:17][C:10]=2[N:9]([CH3:35])[C:8]1=[O:36] |f:1.2|. Reported procedure: To a solution of 3-(5-isopentyl-1-methyl-2,4-dioxo-6-(3-(trifluoromethoxy)phenoxy)-1,2-dihydro pyrido[2,3-d]pyrimidin-3(4H)-yl)propyl formate (50 mg, 0.098 mmol) in THF (2 mL) and water (2 mL was added LiOH.H2O (8.2 mg, 0.196 mmol). The reaction was stirred at RT for 30 min then diluted with EA (10 mL) and water (10 mL). The organic layer was dried over Na2SO4 and concentrated to a residue which was purified by Prep HPLC to give 3-(3-hydroxypropyl)-5-isopentyl-1-methyl-6-(3-(trifluoromethoxy)phe... Solvent: CN(C=O)C (N,N-dimethylformamide). Yield: 66.0%. Yields the product C(C1=CC=CC=C1)N1CCC(CC1)C(C1=CC=C(C=C1)C(C)C)=O (1-Benzyl-4-(4-isopropylbenzoyl)piperidine). Procedure: To a solution of 4-(4-isopropylbenzoyl)piperidine in N,N-dimethylformamide (100 mL), potassium carbonate (9.60 g, 69.5 mmol) and benzyl bromide (8.50 g, 71.5 mmol) were added, and the resulting mixture was stirred for 20 hours at room temperature. The mixture was poured into water, and extracted twice with ethyl acetate. The organic layers were combined, washed with an aqueous saturated sodium hydrogencarbonate, dried over magnesium sulfate, filtered, and concentrated under reduced pressure. The... RXN SMILES: [CH:1]([C:4]1[CH:17]=[CH:16][C:7]([C:8]([CH:10]2[CH2:15][CH2:14][NH:13][CH2:12][CH2:11]2)=[O:9])=[CH:6][CH:5]=1)([CH3:3])[CH3:2].C(=O)([O-])[O-].[K+].[K+].[CH2:24](Br)[C:25]1[CH:30]=[CH:29][CH:28]=[CH:27][CH:26]=1.O>CN(C)C=O>[CH2:24]([N:13]1[CH2:14][CH2:15][CH:10]([C:8](=[O:9])[C:7]2[CH:16]=[CH:17][C:4]([CH:1]([CH3:3])[CH3:2])=[CH:5][CH:6]=2)[CH2:11][CH2:12]1)[C:25]1[CH:30]=[CH:29][CH:28]=[CH:27][CH:26]=1 |f:1.2.3|. Reaction conditions: time 20 hour. The reactants are C(C)(C)C1=CC=C(C(=O)C2CCNCC2)C=C1 (4-(4-isopropylbenzoyl)piperidine), C([O-])([O-])=O.[K+].[K+] (potassium carbonate), C(C1=CC=CC=C1)Br (benzyl bromide), O (water).